From a dataset of the Open Reaction Database (ORD), a public repository of structured organic reaction records. describe an organic reaction: reactants, conditions, products, and yield Reactants: C(C)OC(=O)N1C(C2=CC(=C(C=C2C=C1)O)OC)CC1=CC(=CC=C1)OC (6-hydroxy-7-methoxy-1-(3-methoxy-benzyl)-1H-isoquinoline-2-carboxylic acid ethyl ester), C([O-])([O-])=O.[K+].[K+] (potassium carbonate), C(CCC)I (butyl iodide), C(C)(=O)OCC.CCCCCC (ethyl acetate hexane). Run in CN(C=O)C (N,N-dimethylformamide). Reaction conditions: temperature 85 celsius, time 18 hour. Yields the product C(C)OC(=O)N1C(C2=CC(=C(C=C2C=C1)OCCCC)OC)CC1=CC(=CC=C1)OC (6-Butoxy-7-methoxy-1-(3-methoxy-benzyl)-1H-isoquinoline-2-carboxylic acid ethyl ester). Yield: 57.7%. As a reaction SMILES: [CH2:1]([O:3][C:4]([N:6]1[CH:15]=[CH:14][C:13]2[C:8](=[CH:9][C:10]([O:17][CH3:18])=[C:11]([OH:16])[CH:12]=2)[CH:7]1[CH2:19][C:20]1[CH:25]=[CH:24][CH:23]=[C:22]([O:26][CH3:27])[CH:21]=1)=[O:5])[CH3:2].C(=O)([O-])[O-].[K+].[K+].[CH2:34](I)[CH2:35][CH2:36][CH3:37].C(OCC)(=O)C.CCCCCC>CN(C)C=O>[CH2:1]([O:3][C:4]([N:6]1[CH:15]=[CH:14][C:13]2[C:8](=[CH:9][C:10]([O:17][CH3:18])=[C:11]([O:16][CH2:34][CH2:35][CH2:36][CH3:37])[CH:12]=2)[CH:7]1[CH2:19][C:20]1[CH:25]=[CH:24][CH:23]=[C:22]([O:26][CH3:27])[CH:21]=1)=[O:5])[CH3:2] |f:1.2.3,5.6|. Procedure details: To a stirred solution of 6-hydroxy-7-methoxy-1-(3-methoxy-benzyl)-1H-isoquinoline-2-carboxylic acid ethyl ester (840 mg, 2.28 mmol) in anhydrous N,N-dimethylformamide (25 mL) was added potassium carbonate (1.89 g, 13.6 mmol) and butyl iodide (0.78 mL, 6.83 mmol) dropwise. The reaction mixture was heated with stirring at 85° C. for 18 hrs. The solvent was evaporated and the residue was diluted with ethyl acetate (50 mL) and water (50 mL). The aqueous phase was extracted with ethyl acetate (3×50 m... Starting materials: [H-].C(C(C)C)[Al+]CC(C)C (Diisobutylaluminium hydride), COC(CC1=C(OC(=C1)C1=CC=C(C=C1)Cl)C(F)(F)F)=O (methyl[5-(4-chlorophenyl)-2-(trifluoromethyl)-3-furyl]acetate), COC(CC1=C(OC(=C1)C1=CC=C(C=C1)Cl)C(F)(F)F)=O (methyl[5-(4-chlorophenyl)-2-(trifluoromethyl)-3-furyl]acetate). Solvent: C1(=CC=CC=C1)C (toluene), O1CCCC1 (tetrahydrofuran). Conditions: time 2.5 hour. The product is ClC1=CC=C(C=C1)C1=CC(=C(O1)C(F)(F)F)CCO (2-[5-(4-chlorophenyl)-2-(trifluoromethyl)-3-furyl]ethanol). As a reaction SMILES: [H-].C([Al+]CC(C)C)C(C)C.C[O:12][C:13](=O)[CH2:14][C:15]1[CH:19]=[C:18]([C:20]2[CH:25]=[CH:24][C:23]([Cl:26])=[CH:22][CH:21]=2)[O:17][C:16]=1[C:27]([F:30])([F:29])[F:28]>C1(C)C=CC=CC=1.O1CCCC1>[Cl:26][C:23]1[CH:22]=[CH:21][C:20]([C:18]2[O:17][C:16]([C:27]([F:28])([F:29])[F:30])=[C:15]([CH2:14][CH2:13][OH:12])[CH:19]=2)=[CH:25][CH:24]=1 |f:0.1|. Procedure details: 1.5 M Diisobutylaluminium hydride in toluene (0.8 ml) was added to a solution of methyl[5-(4-chlorophenyl)-2-(trifluoromethyl)-3-furyl]acetate (intermediate 86, 0.10 g) in tetrahydrofuran (5 ml) at 0° C. under nitrogen. The solution was allowed to stir thus for 2.5 hours then was quenched with methanol and allowed to warm to room temperature. Silica was added and the solvent was removed in vacuo. The crude product was purified using SPE (silica cartridge): the product was eluted using cyclohexan...